The task is: describe an organic reaction: reactants, conditions, products, and yield. This data is from the Open Reaction Database (ORD), a public repository of structured organic reaction records. Reactants: CC(=O)O, O=C([O-])O, CCOC(=O)C(C)(CC)NC(=O)c1cc(Cl)c2ccccc2c1OCC1CCNCC1, CC(C)=O, ClCCl, [Na+]. Yields the product CCOC(=O)C(C)(CC)NC(=O)c1cc(Cl)c2ccccc2c1OCC1CCN(C(C)C)CC1. As a reaction SMILES: [C:36]([OH:37])(=[O:38])[CH3:39].[C:40](=[O:41])([O-:42])[OH:43].[CH2:1]([CH3:2])[O:3][C:4]([C:5]([CH2:6][CH3:7])([CH3:8])[NH:9][C:10](=[O:11])[c:12]1[c:13]([O:23][CH2:24][CH:25]2[CH2:26][CH2:27][NH:28][CH2:29][CH2:30]2)[c:14]2[cH:15][cH:16][cH:17][cH:18][c:19]2[c:20]([Cl:22])[cH:21]1)=[O:31].[CH3:32][C:33]([CH3:34])=[O:35].[Cl:45][CH2:46][Cl:47].[Na+:44]>>[CH2:1]([CH3:2])[O:3][C:4]([C:5]([CH2:6][CH3:7])([CH3:8])[NH:9][C:10](=[O:11])[c:12]1[c:13]([O:23][CH2:24][CH:25]2[CH2:26][CH2:27][N:28]([CH:33]([CH3:32])[CH3:34])[CH2:29][CH2:30]2)[c:14]2[cH:15][cH:16][cH:17][cH:18][c:19]2[c:20]([Cl:22])[cH:21]1)=[O:31]. Reported procedure: To a solution of 6-bromo-N-(3-fluorobenzyl)pyridin-2-amine (85 mg, 0.302 mmol) and 2-fluoro-5-methyl-4-(4,4,5,5-tetramethyl-1,3,2-dioxaborolan-2-yl)pyridine (102 mg, 0.430 mmol) in DME (2 mL) and 2M Na2CO3 aq (1 mL) was added PdCl2(dppf).CH2Cl2 adduct (21 mg, 0.026 mmol). This was then heated at 110° C. for 16 h. The reaction mixture was allowed to cool and then the DME was evaporated under reduced pressure. The resulting residue was partitioned between EtOAc and water. The organics were combine... The reagents and catalysts are C1=CC=C(C=C1)P([C-]2C=CC=C2)C3=CC=CC=C3.C1=CC=C(C=C1)P([C-]2C=CC=C2)C3=CC=CC=C3.Cl[Pd]Cl.[Fe+2] (PdCl2(dppf)). Reaction SMILES: Br[C:2]1[N:7]=[C:6]([NH:8][CH2:9][C:10]2[CH:15]=[CH:14][CH:13]=[C:12]([F:16])[CH:11]=2)[CH:5]=[CH:4][CH:3]=1.[F:17][C:18]1[CH:23]=[C:22](B2OC(C)(C)C(C)(C)O2)[C:21]([CH3:33])=[CH:20][N:19]=1.C(Cl)Cl>COCCOC.C([O-])([O-])=O.[Na+].[Na+].C1C=CC(P(C2C=CC=CC=2)[C-]2C=CC=C2)=CC=1.C1C=CC(P(C2C=CC=CC=2)[C-]2C=CC=C2)=CC=1.Cl[Pd]Cl.[Fe+2]>[F:17][C:18]1[CH:23]=[C:22]([C:2]2[CH:3]=[CH:4][CH:5]=[C:6]([NH:8][CH2:9][C:10]3[CH:15]=[CH:14][CH:13]=[C:12]([F:16])[CH:11]=3)[N:7]=2)[C:21]([CH3:33])=[CH:20][N:19]=1 |f:4.5.6,7.8.9.10|. Run in COCCOC (DME), C(=O)([O-])[O-].[Na+].[Na+] (Na2CO3). Starting materials: BrC1=CC=CC(=N1)NCC1=CC(=CC=C1)F (6-bromo-N-(3-fluorobenzyl)pyridin-2-amine), FC1=NC=C(C(=C1)B1OC(C(O1)(C)C)(C)C)C (2-fluoro-5-methyl-4-(4,4,5,5-tetramethyl-1,3,2-dioxaborolan-2-yl)pyridine), C(Cl)Cl (CH2Cl2). Isolated yield 45.7%. The product is FC1=NC=C(C(=C1)C1=NC(=CC=C1)NCC1=CC(=CC=C1)F)C (2′-fluoro-N-(3-fluorobenzyl)-5′-methyl-2,4′-bipyridin-6-amine). Run at temperature 110 celsius. Reactants: CN(C)C1CCN(Cc2cc3nc(Cl)nc(N4CCOCC4)c3s2)CC1, c1cc2[nH]ccc2cn1. The product is CN(C)C1CCN(Cc2cc3nc(-n4ccc5cnccc54)nc(N4CCOCC4)c3s2)CC1. As a reaction SMILES: [Cl:1][c:2]1[n:3][c:4]([N:21]2[CH2:22][CH2:23][O:24][CH2:25][CH2:26]2)[c:5]2[c:6]([n:7]1)[cH:8][c:9]([CH2:11][N:12]1[CH2:13][CH2:14][CH:15]([N:18]([CH3:19])[CH3:20])[CH2:16][CH2:17]1)[s:10]2.[nH:27]1[cH:28][cH:29][c:30]2[cH:31][n:32][cH:33][cH:34][c:35]12>>[c:2]1(-[n:27]2[cH:28][cH:29][c:30]3[cH:31][n:32][cH:33][cH:34][c:35]23)[n:3][c:4]([N:21]2[CH2:22][CH2:23][O:24][CH2:25][CH2:26]2)[c:5]2[c:6]([n:7]1)[cH:8][c:9]([CH2:11][N:12]1[CH2:13][CH2:14][CH:15]([N:18]([CH3:19])[CH3:20])[CH2:16][CH2:17]1)[s:10]2. The reactants are CN(C(=O)Cl)c1ccccc1, CC(=O)c1cnn(O)c1. Product: CC(=O)c1cnn(OC(=O)N(C)c2ccccc2)c1. Reaction SMILES: [CH3:10][N:11]([C:12](=[O:13])[Cl:14])[c:15]1[cH:16][cH:17][cH:18][cH:19][cH:20]1.[OH:1][n:2]1[n:3][cH:4][c:5]([C:7]([CH3:8])=[O:9])[cH:6]1>>[O:1]([n:2]1[n:3][cH:4][c:5]([C:7]([CH3:8])=[O:9])[cH:6]1)[C:12]([N:11]([CH3:10])[c:15]1[cH:16][cH:17][cH:18][cH:19][cH:20]1)=[O:13]. Conditions: time 4 day. The solvent is CN(C=O)C (N,N-dimethylformamide). The product is ClC1=C(C=C2C=C(NC2=C1)C(NC(C(F)(F)F)C1=CC(=CC=C1)C(F)(F)F)=O)C(=O)OCC (Ethyl 6-chloro-2-({2,2,2-trifluoro-1-[3-(trifluoromethyl)phenyl]ethyl}carbamoyl)-1H-indole-5-carboxylate). Reaction SMILES: [Cl:1][C:2]1[CH:10]=[C:9]2[C:5]([CH:6]=[C:7]([C:11]([OH:13])=O)[NH:8]2)=[CH:4][C:3]=1[C:14]([O:16][CH2:17][CH3:18])=[O:15].[F:19][C:20]([F:34])([F:33])[CH:21]([C:23]1[CH:28]=[CH:27][CH:26]=[C:25]([C:29]([F:32])([F:31])[F:30])[CH:24]=1)[NH2:22].O.[Cl-].COC1N=C(OC)N=C([N+]2(C)CCOCC2)N=1.Cl>CN(C)C=O>[Cl:1][C:2]1[CH:10]=[C:9]2[C:5]([CH:6]=[C:7]([C:11](=[O:13])[NH:22][CH:21]([C:23]3[CH:28]=[CH:27][CH:26]=[C:25]([C:29]([F:30])([F:31])[F:32])[CH:24]=3)[C:20]([F:34])([F:33])[F:19])[NH:8]2)=[CH:4][C:3]=1[C:14]([O:16][CH2:17][CH3:18])=[O:15] |f:2.3.4|. Starting materials: ClC1=C(C=C2C=C(NC2=C1)C(=O)O)C(=O)OCC (6-chloro-5-(ethoxycarbonyl)-1H-indole-2-carboxylic acid), Cl (hydrochloric acid), FC(C(N)C1=CC(=CC=C1)C(F)(F)F)(F)F (2,2,2-trifluoro-1-[3-trifluoromethylphenyl]ethanamine), O.[Cl-].COC1=NC(=NC(=N1)OC)[N+]1(CCOCC1)C (4-(4,6-dimethoxy[1.3.5]triazin-2-yl)-4-methylmorpholinium chloride hydrate). Procedure: A solution of the crude 6-chloro-5-(ethoxycarbonyl)-1H-indole-2-carboxylic acid product (1.9 g) and 2,2,2-trifluoro-1-[3-trifluoromethylphenyl]ethanamine (1.12 g, 4.60 mmol) in N,N-dimethylformamide (15 ml) was admixed with 4-(4,6-dimethoxy[1.3.5]triazin-2-yl)-4-methylmorpholinium chloride hydrate (953 mg, 4.60 mmol) and stirred at room temperature for 4 days. The reaction solution was admixed with hydrochloric acid (1 M) and extracted with ethyl acetate. The organic phase was washed with sat. s... Reactants: NCCNC(=O)C=1SC=CC1NC1=C2C(=NC=C1)NC=C2 (3-(1H-Pyrrolo[2,3-b]pyridin-4-ylamino)-thiophene-2-carboxylic acid (2-amino-ethyl)-amide), C(C#C)N (propargylamine). Yields the product C(C#C)NC(=O)C=1SC=CC1NC1=C2C(=NC=C1)NC=C2 (N-(prop-2-yn-1-yl)-3-(1H-pyrrolo[2,3-b]pyridin-4-ylamino)thiophene-2-carboxamide). Reaction SMILES: N[CH2:2][CH2:3][NH:4][C:5]([C:7]1[S:8][CH:9]=[CH:10][C:11]=1[NH:12][C:13]1[CH:18]=[CH:17][N:16]=[C:15]2[NH:19][CH:20]=[CH:21][C:14]=12)=[O:6].[CH2:22](N)C#C>>[CH2:3]([NH:4][C:5]([C:7]1[S:8][CH:9]=[CH:10][C:11]=1[NH:12][C:13]1[CH:18]=[CH:17][N:16]=[C:15]2[NH:19][CH:20]=[CH:21][C:14]=12)=[O:6])[C:2]#[CH:22]. Procedure details: This compound was prepared in an analogous manner as 3-(1H-Pyrrolo[2,3-b]pyridin-4-ylamino)-thiophene-2-carboxylic acid (2-amino-ethyl)-amide using propargylamine instead of tert-butyl-2-amino ethyl carbamate to afford N-(prop-2-yn-1-yl)-3-(1H-pyrrolo[2,3-b]pyridin-4-ylamino)thiophene-2-carboxamide. Starting materials: IC1=NN(C2=CC=C(C=C12)N(C(=O)OC(C)(C)C)S(=O)(=O)C1=C(C=CC=C1)S(=O)(=O)C)C(=O)OC(C)(C)C (tert-butyl 3-iodo-5-(N-tert-butoxycarbonyl-2-methylsulfonylbenzenesulfonylamino)indazole-1-carboxylate), solid, tetrakis(triphenylphosphine)palladium[0], N1=CC=C(C=C1)B(O)O (4-pyridylboronic acid), C(O)([O-])=O.[Na+] (sodium hydrogencarbonate). Solvent: CN(C=O)C (dimethylformamide). Product: CS(=O)(=O)C1=C(C=CC=C1)S(=O)(=O)NC=1C=C2C(=NNC2=CC1)C1=CC=NC=C1 (2-methylsulfonyl-N-(3-pyridin-4-yl-1H-indazol-5-yl)benzenesulfonamide). Yield: 15.8%. Reaction SMILES: I[C:2]1[C:10]2[C:5](=[CH:6][CH:7]=[C:8]([N:11]([S:19]([C:22]3[CH:27]=[CH:26][CH:25]=[CH:24][C:23]=3[S:28]([CH3:31])(=[O:30])=[O:29])(=[O:21])=[O:20])C(OC(C)(C)C)=O)[CH:9]=2)[N:4](C(OC(C)(C)C)=O)[N:3]=1.[N:39]1[CH:44]=[CH:43][C:42](B(O)O)=[CH:41][CH:40]=1.C(=O)([O-])O.[Na+]>CN(C)C=O>[CH3:31][S:28]([C:23]1[CH:24]=[CH:25][CH:26]=[CH:27][C:22]=1[S:19]([NH:11][C:8]1[CH:9]=[C:10]2[C:5](=[CH:6][CH:7]=1)[NH:4][N:3]=[C:2]2[C:42]1[CH:43]=[CH:44][N:39]=[CH:40][CH:41]=1)(=[O:21])=[O:20])(=[O:29])=[O:30] |f:2.3|. Procedure: 2-Methylsulfonyl-N-(3-pyridin-4-yl-1H-indazol-5-yl)benzenesulfonamide can be obtained as described in Example 47 from 1 g of tert-butyl 3-iodo-5-(N-tert-butoxycarbonyl-2-methylsulfonylbenzenesulfonylamino)indazole-1-carboxylate, of 380 mg 4-pyridylboronic acid, 40 ml of dimethylformamide, 3.2 ml of a saturated aqueous sodium hydrogencarbonate solution and 42.7 mg of tetrakis(triphenylphosphine)palladium[0]. 100 mg of 2-methylsulfonyl-N-(3-pyridin-4-yl-1H-indazol-5-yl)benzenesulfonamide are thus ... Starting materials: BrC1=CC=C(C=C1)NC1=CC=C(C=C1)Br (Bis(4-bromophenyl)amine), C1(=CC=CC=C1)B(O)O (phenylboronic acid), [O-]P(=O)([O-])[O-].[K+].[K+].[K+] (K3PO4). The reagents and catalysts are C=1C=CC(=CC1)[P](C=2C=CC=CC2)(C=3C=CC=CC3)[Pd]([P](C=4C=CC=CC4)(C=5C=CC=CC5)C=6C=CC=CC6)([P](C=7C=CC=CC7)(C=8C=CC=CC8)C=9C=CC=CC9)[P](C=1C=CC=CC1)(C=1C=CC=CC1)C=1C=CC=CC1 (Pd(PPh3)4). Solvent: C(C)O (ethanol), C1(=CC=CC=C1)C (toluene). Reaction conditions: time 15 minute. The product is C1(=CC=C(C=C1)NC1=CC=C(C=C1)C1=CC=CC=C1)C1=CC=CC=C1 (di([1,1′-biphenyl]-4-yl)amine). Yield: 192.2%. As a reaction SMILES: Br[C:2]1[CH:7]=[CH:6][C:5]([NH:8][C:9]2[CH:14]=[CH:13][C:12](Br)=[CH:11][CH:10]=2)=[CH:4][CH:3]=1.[C:16]1(B(O)O)[CH:21]=[CH:20][CH:19]=[CH:18][CH:17]=1.[O-]P([O-])([O-])=O.[K+].[K+].[K+]>C1(C)C=CC=CC=1.C(O)C.C1C=CC([P]([Pd]([P](C2C=CC=CC=2)(C2C=CC=CC=2)C2C=CC=CC=2)([P](C2C=CC=CC=2)(C2C=CC=CC=2)C2C=CC=CC=2)[P](C2C=CC=CC=2)(C2C=CC=CC=2)C2C=CC=CC=2)(C2C=CC=CC=2)C2C=CC=CC=2)=CC=1>[C:2]1([C:2]2[CH:7]=[CH:6][CH:5]=[CH:4][CH:3]=2)[CH:7]=[CH:6][C:5]([NH:8][C:9]2[CH:14]=[CH:13][C:12]([C:16]3[CH:21]=[CH:20][CH:19]=[CH:18][CH:17]=3)=[CH:11][CH:10]=2)=[CH:4][CH:3]=1 |f:2.3.4.5,^1:46,48,67,86|. Procedure details: Bis(4-bromophenyl)amine (4.0 g, 12.3 mmol) and phenylboronic acid (4.0 g, 32.7 mmol) were mixed in 250 mL of toluene and 60 mL of ethanol. The solution was bubbled with nitrogen while stirring for 15 minutes. Pd(PPh3)4 (1.4 g, 1.23 mmol) and K3PO4 (13.5 g, 64 mmol) were added in sequence. The mixture was heated to reflux overnight under nitrogen. After cooling, the reaction mixture was filtered through filter paper and the solvent was then evaporated. The solid was redissolved in nitrogen-purged...